From a dataset of the Open Reaction Database (ORD), a public repository of structured organic reaction records. describe an organic reaction: reactants, conditions, products, and yield Starting materials: ClCCCCOC=1C=CC2=C(C(OC(N2)=O)(CCCCCC)CCCCCC)C1 (6-(4-chlorobutoxy)-4,4-di-n-hexyl-4H-3,1-benzoxazin-2-one), CC1=CC=C(C=C1)S (4-methyl-thiophenol). Yields the product CC1=CC=C(C=C1)SCCCCOC=1C=CC2=C(C(OC(N2)=O)(CCCCCC)CCCCCC)C1 (6-[4-(4-Methyl-phenylmercapto)-butoxy]-4,4-di-n-hexyl-4H-3,1-benzoxazin-2-one). RXN SMILES: Cl[CH2:2][CH2:3][CH2:4][CH2:5][O:6][C:7]1[CH:8]=[CH:9][C:10]2[NH:15][C:14](=[O:16])[O:13][C:12]([CH2:23][CH2:24][CH2:25][CH2:26][CH2:27][CH3:28])([CH2:17][CH2:18][CH2:19][CH2:20][CH2:21][CH3:22])[C:11]=2[CH:29]=1.[CH3:30][C:31]1[CH:36]=[CH:35][C:34]([SH:37])=[CH:33][CH:32]=1>>[CH3:30][C:31]1[CH:36]=[CH:35][C:34]([S:37][CH2:2][CH2:3][CH2:4][CH2:5][O:6][C:7]2[CH:8]=[CH:9][C:10]3[NH:15][C:14](=[O:16])[O:13][C:12]([CH2:23][CH2:24][CH2:25][CH2:26][CH2:27][CH3:28])([CH2:17][CH2:18][CH2:19][CH2:20][CH2:21][CH3:22])[C:11]=3[CH:29]=2)=[CH:33][CH:32]=1. Procedure: Prepared analogously to Example 1 from 6-(4-chlorobutoxy)-4,4-di-n-hexyl-4H-3,1-benzoxazin-2-one and 4-methyl-thiophenol. Starting materials: C(C)(=O)OC(C)=O (acetic anhydride), C(=O)O (formic acid), anhydride, anhydride, NC=1C=C(C=CC1)C(C)=O (m-aminoacetophenone), C(C)(C)N(CC)C(C)C (diisopropylethylamine). The solvent is ClCCl (dichloromethane). Reaction conditions: temperature 50 celsius. The product is C(C)(=O)C=1C=C(C=CC1)NC=O (N-(3-acetylphenyl)formamide). Reaction SMILES: C(OC(=O)C)(=O)C.[CH:8]([OH:10])=O.[NH2:11][C:12]1[CH:13]=[C:14]([C:18](=[O:20])[CH3:19])[CH:15]=[CH:16][CH:17]=1.C(N(C(C)C)CC)(C)C>ClCCl>[C:18]([C:14]1[CH:13]=[C:12]([NH:11][CH:8]=[O:10])[CH:17]=[CH:16][CH:15]=1)(=[O:20])[CH3:19]. Reported procedure: A 25 ml portion of acetic anhydride was cooled at 0° C. in an ice bath. A 12.5 ml portion of formic acid was added, the mixture was heated at 50° C. for 15 minutes then cooled to 0° C., giving 9.69 g of crude mixed formicacetic anhydride. This anhydride was reacted with 13.52 g of m-aminoacetophenone, 14.21 g of diisopropylethylamine and 800 ml of dichloromethane as described in Example 1, giving 13.27 g of N-(3-acetylphenyl)formamide, mp 100°-102° C. The reactants are [H][H], Cc1c(C)c2c(c(C)c1O)C=C(CO)C1(CCC1)O2. The product is Cc1c(C)c2c(c(C)c1O)CC(CO)C1(CCC1)O2. As a reaction SMILES: [H:20][H:21].[OH:1][CH2:2][C:3]1=[CH:12][c:11]2[c:6]([c:7]([CH3:16])[c:8]([CH3:15])[c:9]([OH:14])[c:10]2[CH3:13])[O:5][C:4]12[CH2:17][CH2:18][CH2:19]2>>[OH:1][CH2:2][CH:3]1[C:4]2([O:5][c:6]3[c:7]([CH3:16])[c:8]([CH3:15])[c:9]([OH:14])[c:10]([CH3:13])[c:11]3[CH2:12]1)[CH2:17][CH2:18][CH2:19]2. Starting materials: [Br-], C, C=CCc1ccc2cc(C(O)(c3cn(C(c4ccccc4)(c4ccccc4)c4ccccc4)cn3)C(C)C)ccc2c1, [K+], [Pd]. Reaction SMILES: [Br-:43].[C:45].[CH2:1]([CH:2]=[CH2:3])[c:4]1[cH:5][c:6]2[cH:7][cH:8][c:9]([C:14]([CH:15]([CH3:16])[CH3:17])([OH:18])[c:19]3[n:20][cH:21][n:22]([C:24]([c:25]4[cH:26][cH:27][cH:28][cH:29][cH:30]4)([c:31]4[cH:32][cH:33][cH:34][cH:35][cH:36]4)[c:37]4[cH:38][cH:39][cH:40][cH:41][cH:42]4)[cH:23]3)[cH:10][c:11]2[cH:12][cH:13]1.[K+:44].[Pd:46]>>[CH2:1]([CH2:2][CH3:3])[c:4]1[cH:5][c:6]2[cH:7][cH:8][c:9]([C:14]([CH:15]([CH3:16])[CH3:17])([OH:18])[c:19]3[n:20][cH:21][n:22]([C:24]([c:25]4[cH:26][cH:27][cH:28][cH:29][cH:30]4)([c:31]4[cH:32][cH:33][cH:34][cH:35][cH:36]4)[c:37]4[cH:38][cH:39][cH:40][cH:41][cH:42]4)[cH:23]3)[cH:10][c:11]2[cH:12][cH:13]1. The product is CCCc1ccc2cc(C(O)(c3cn(C(c4ccccc4)(c4ccccc4)c4ccccc4)cn3)C(C)C)ccc2c1. The reactants are FC1=NC=CC(=C1)B(O)O (2-fluoro-4-pyridinylboronic acid), C([O-])([O-])=O.[Na+].[Na+] (sodium carbonate), O (Water), BrC=1C(=NN2C1C=CC=C2NC2CCCC2)C=2OC=CC2 (N-[3-Bromo-2-(2-furyl)pyrazolo[1,5-a]pyridin-7-yl]-N-cyclopentylamine). The reagents and catalysts are Cl[Pd]([P](C1=CC=CC=C1)(C2=CC=CC=C2)C3=CC=CC=C3)([P](C4=CC=CC=C4)(C5=CC=CC=C5)C6=CC=CC=C6)Cl (dichlorobis(triphenylphosphine)-palladium (II)). Solvent: CN(C=O)C (N,N-dimethylformamide). Conditions: temperature 75 celsius. The product is C1(CCCC1)NC1=CC=CC=2N1N=C(C2C2=CC(=NC=C2)F)C=2OC=CC2 (N-cyclopentyl-3-(2-fluoro-4-pyridinyl)-2-(2-furyl)pyrazolo[1,5-a]pyridin-7-amine). The yield is 23.0%. RXN SMILES: Br[C:2]1[C:3]([C:17]2[O:18][CH:19]=[CH:20][CH:21]=2)=[N:4][N:5]2[C:10]([NH:11][CH:12]3[CH2:16][CH2:15][CH2:14][CH2:13]3)=[CH:9][CH:8]=[CH:7][C:6]=12.[F:22][C:23]1[CH:28]=[C:27](B(O)O)[CH:26]=[CH:25][N:24]=1.C(=O)([O-])[O-].[Na+].[Na+].O>CN(C)C=O.Cl[Pd](Cl)([P](C1C=CC=CC=1)(C1C=CC=CC=1)C1C=CC=CC=1)[P](C1C=CC=CC=1)(C1C=CC=CC=1)C1C=CC=CC=1>[CH:12]1([NH:11][C:10]2[N:5]3[N:4]=[C:3]([C:17]4[O:18][CH:19]=[CH:20][CH:21]=4)[C:2]([C:27]4[CH:26]=[CH:25][N:24]=[C:23]([F:22])[CH:28]=4)=[C:6]3[CH:7]=[CH:8][CH:9]=2)[CH2:16][CH2:15][CH2:14][CH2:13]1 |f:2.3.4,^1:46,65|. Procedure: N-[3-Bromo-2-(2-furyl)pyrazolo[1,5-a]pyridin-7-yl]-N-cyclopentylamine (0.2 g, 0.6 mmol) was dissolved in N,N-dimethylformamide (8 mL). To this solution was added 2-fluoro-4-pyridinylboronic acid (0.09 g, 0.64 mmol), dichlorobis(triphenylphosphine)-palladium (II) (0.020 g, 0.03 mmol) and saturated aqueous sodium carbonate (580 μl). The resulting solution was heated in a 75° C. oil bath overnight. Water was added to the reaction mixture and the product was extracted with ethyl acetate. The organic... The reactants are C(C)(=O)OC(CC[C@@H]1[C@H](N(C1=O)C1=CC=C(C=C1)CCCNS(=O)(=O)C)C1=CC=C(C=C1)CCC1(COC(OC1)(C)C)OC(C)=O)C1=CC=C(C=C1)F ((2S,3R)-2-(4-{2-[5-(acetyloxy)-2.2-dimethyl-1.3-dioxan-5-yl]ethyl}phenyl)-1-(4-{3-[(methylsulfonyl)amino]propyl}phenyl)-4-oxoazetidin-3-yl-1-(4-fluorophenyl)propyl acetate), C(=O)(C(F)(F)F)O (TFA), C1(=CC=CC=C1)C (toluene). Solvent: C1CCOC1.O (THF water). Run at time 16 hour. Product: C(C)(=O)OC(CCC1=CC=C(C=C1)[C@H]1N(C([C@@H]1CC[C@@H](C1=CC=C(C=C1)F)OC(C)=O)=O)C1=CC=C(C=C1)CCCNS(=O)(=O)CC)(CO)CO (3-{4-[(2S,3R)-3-[(3S)-3-(acetyloxy)-3-(4-fluorophenyl)propyl]-1(4-{3-[(methylmethylsulfonyl)amino]propyl}phenyl)-4-oxoazetidin-2-yl]phenyl}-1,1-bis(hydroxymethyl)propyl acetate). As a reaction SMILES: [C:1]([O:4][CH:5]([C:47]1[CH:52]=[CH:51][C:50]([F:53])=[CH:49][CH:48]=1)[CH2:6][CH2:7][C@H:8]1[C:11](=[O:12])[N:10]([C:13]2[CH:18]=[CH:17][C:16]([CH2:19][CH2:20][CH2:21][NH:22][S:23]([CH3:26])(=[O:25])=[O:24])=[CH:15][CH:14]=2)[C@@H:9]1[C:27]1[CH:32]=[CH:31][C:30]([CH2:33][CH2:34][C:35]2([O:43][C:44](=[O:46])[CH3:45])[CH2:40][O:39]C(C)(C)[O:37][CH2:36]2)=[CH:29][CH:28]=1)(=[O:3])[CH3:2].[C:54](O)(C(F)(F)F)=O.C1(C)C=CC=CC=1>C1COCC1.O>[C:44]([O:43][C:35]([CH2:40][OH:39])([CH2:36][OH:37])[CH2:34][CH2:33][C:30]1[CH:31]=[CH:32][C:27]([C@@H:9]2[C@@H:8]([CH2:7][CH2:6][C@H:5]([O:4][C:1](=[O:3])[CH3:2])[C:47]3[CH:48]=[CH:49][C:50]([F:53])=[CH:51][CH:52]=3)[C:11](=[O:12])[N:10]2[C:13]2[CH:18]=[CH:17][C:16]([CH2:19][CH2:20][CH2:21][NH:22][S:23]([CH2:26][CH3:54])(=[O:24])=[O:25])=[CH:15][CH:14]=2)=[CH:28][CH:29]=1)(=[O:46])[CH3:45] |f:3.4|. Procedure details: To a solution of the intermediate of step E (1.5 g, 2 mmol) in THF/water (16 mL/4 mL) was added TFA (1 mL). The reaction mixture was stirred at RT for 16 hr. To the reaction mixture was added 100 mL toluene and the water was removed under vacuum with water bath temperature of 40° C. The residue was treated twice with 100 mL toluene followed by azeotropic removal of water. The solvent was completely removed under vacuum. The crude product was purified by MPLC (silica column) with stepwise gradien... Reactants: S(O)(O)(=O)=O (sulfuric acid), aldehyde, N[C@@H](CC1=CNC2=CC=CC=C12)C(=O)O (Tryptophan), COC=1C=C(C=O)C=CC1 (3-methoxybenzaldehyde). Solvent: C(C)#N (acetonitrile). The product is C1=NC=CC=2C3=CC=CC=C3NC12 (β-carboline), solid. The yield is 76.0%. As a reaction SMILES: [NH2:1][C@H:2](C(O)=O)[CH2:3][C:4]1[C:12]2[C:7](=[CH:8][CH:9]=[CH:10][CH:11]=2)[NH:6][CH:5]=1.[CH3:16]OC1C=C(C=CC=1)C=O.S(=O)(=O)(O)O>C(#N)C>[CH:16]1[C:5]2[NH:6][C:7]3[C:12](=[CH:11][CH:10]=[CH:9][CH:8]=3)[C:4]=2[CH:3]=[CH:2][N:1]=1. Procedure: Tryptophan A (1.0 g, 5.0 mmol) and 3-methoxybenzaldehyde (670 μL, 5.5 mmol) are suspended/dissolved in acetonitrile (100 mL) and concentrated sulfuric acid (100 μL) is added. The reaction is heated to reflux until all the aldehyde was consumed (overnight). The solvent was removed in vacuo and the residue was dissolved in 5 mL of ethanol. The product was precipitated out with ether, filtered, and washed with 10 mL of ether. The desired β-carboline product/intermediate B (1-(3-Methoxy-phenyl)-2,3,...